This data is from the Open Reaction Database (ORD), a public repository of structured organic reaction records. The task is: describe an organic reaction: reactants, conditions, products, and yield The reactants are C(C)(C)(C)OC(=O)N1C(CCC1)C1=NC2=C(N1)C=C(C=C2)Br (2-(6-bromo-1H-benzoimidazol-2-yl)-pyrrolidine-1-carboxylic acid tert-butyl ester), C(C)(C)(C)OC(=O)N1C(CCC1)C1=NC2=C(N1)C=C(C=C2)B2OC(C(O2)(C)C)(C)C (2-[6-(4,4,5,5-tetramethyl-[1,3,2]dioxaborolan-2-yl)-1H-benzoimidazol-2-yl]-pyrrolidine-1-carboxylic acid tert-butyl ester), C([O-])([O-])=O.[K+].[K+] (potassium carbonate). The reagents and catalysts are C=1C=CC(=CC1)[P](C=2C=CC=CC2)(C=3C=CC=CC3)[Pd]([P](C=4C=CC=CC4)(C=5C=CC=CC5)C=6C=CC=CC6)([P](C=7C=CC=CC7)(C=8C=CC=CC8)C=9C=CC=CC9)[P](C=1C=CC=CC1)(C=1C=CC=CC1)C=1C=CC=CC1 (tetrakis(triphenylphosphine)palladium). Solvent: COCCOC (1,2-dimethoxyethane), O (water), C(C)(=O)OCC (ethyl acetate). Conditions: temperature 110 celsius. Yields the product C(C)(C)(C)OC(=O)N1C(CCC1)C=1NC2=C(N1)C=CC(=C2)C2=CC1=C(N=C(N1)C1N(CCC1)C(=O)OC(C)(C)C)C=C2 (2-[2′-(1-Boc-pyrrolidin-2-yl)-3H,3′H-[5,5]bibenzoimidazolyl-2-yl]-pyrrolidine-1-carboxylic acid tert-butyl ester). Isolated yield 15.1%. RXN SMILES: [C:1]([O:5][C:6]([N:8]1[CH2:12][CH2:11][CH2:10][CH:9]1[C:13]1[NH:17][C:16]2[CH:18]=[C:19](Br)[CH:20]=[CH:21][C:15]=2[N:14]=1)=[O:7])([CH3:4])([CH3:3])[CH3:2].[C:23]([O:27][C:28]([N:30]1[CH2:34][CH2:33][CH2:32][CH:31]1[C:35]1[NH:39][C:38]2[CH:40]=[C:41](B3OC(C)(C)C(C)(C)O3)[CH:42]=[CH:43][C:37]=2[N:36]=1)=[O:29])([CH3:26])([CH3:25])[CH3:24].C(=O)([O-])[O-].[K+].[K+]>COCCOC.O.C(OCC)(=O)C.C1C=CC([P]([Pd]([P](C2C=CC=CC=2)(C2C=CC=CC=2)C2C=CC=CC=2)([P](C2C=CC=CC=2)(C2C=CC=CC=2)C2C=CC=CC=2)[P](C2C=CC=CC=2)(C2C=CC=CC=2)C2C=CC=CC=2)(C2C=CC=CC=2)C2C=CC=CC=2)=CC=1>[C:1]([O:5][C:6]([N:8]1[CH2:12][CH2:11][CH2:10][CH:9]1[C:13]1[NH:17][C:16]2[CH:18]=[C:19]([C:41]3[CH:42]=[CH:43][C:37]4[N:36]=[C:35]([CH:31]5[CH2:32][CH2:33][CH2:34][N:30]5[C:28]([O:27][C:23]([CH3:24])([CH3:25])[CH3:26])=[O:29])[NH:39][C:38]=4[CH:40]=3)[CH:20]=[CH:21][C:15]=2[N:14]=1)=[O:7])([CH3:4])([CH3:3])[CH3:2] |f:2.3.4,^1:75,77,96,115|. Procedure details: A mixture of 2-(6-bromo-1H-benzoimidazol-2-yl)-pyrrolidine-1-carboxylic acid tert-butyl ester (64 mg, 0.174 mmol), 2-[6-(4,4,5,5-tetramethyl-[1,3,2]dioxaborolan-2-yl)-1H-benzoimidazol-2-yl]-pyrrolidine-1-carboxylic acid tert-butyl ester (72 mg, 0.174 mmol), tetrakis(triphenylphosphine)palladium (30 mg, 0.026 mmol) and potassium carbonate (48 mg, 0.35 mmol) in 2 ml 1,2-dimethoxyethane and 1 mL water was heated to 110° C. in microwave for 15 minutes. The reaction mixture was cooled and dissolved i... The reactants are ClC1=C(C=C2CC(C(C2=C1Cl)=O)C1=CC=CC=C1)OCC(=O)OC (methyl (6,7-dichloro-1-oxo-2-phenyl-5-indanyloxy)acetate), BrCC#C[Si](C)(C)C (1-bromo-3-(trimethylsilyl)-2-propyne). Run in C1CCCCC1.C(Cl)Cl (cyclohexane methylene chloride). The product is ClC1=C(C=C2CC(C(C2=C1Cl)=O)(CC#C[Si](C)(C)C)C1=CC=CC=C1)OCC(=O)OC (Methyl [6,7-dichloro-1-oxo-2-phenyl-2-(3-(trimethylsilyl)-2-propynyl)-5-indanyloxy]acetate). Yield: 74.0%. RXN SMILES: [Cl:1][C:2]1[C:10]([Cl:11])=[C:9]2[C:5]([CH2:6][CH:7]([C:13]3[CH:18]=[CH:17][CH:16]=[CH:15][CH:14]=3)[C:8]2=[O:12])=[CH:4][C:3]=1[O:19][CH2:20][C:21]([O:23][CH3:24])=[O:22].Br[CH2:26][C:27]#[C:28][Si:29]([CH3:32])([CH3:31])[CH3:30]>C1CCCCC1.C(Cl)Cl>[Cl:1][C:2]1[C:10]([Cl:11])=[C:9]2[C:5]([CH2:6][C:7]([C:13]3[CH:18]=[CH:17][CH:16]=[CH:15][CH:14]=3)([CH2:26][C:27]#[C:28][Si:29]([CH3:32])([CH3:31])[CH3:30])[C:8]2=[O:12])=[CH:4][C:3]=1[O:19][CH2:20][C:21]([O:23][CH3:24])=[O:22] |f:2.3|. Procedure: Reaction of methyl (6,7-dichloro-1-oxo-2-phenyl-5-indanyloxy)acetate with 1-bromo-3-(trimethylsilyl)-2-propyne according to Example 1, STEP (b), affords the title compound, m.p. 125.5°-127° (from cyclohexane-methylene chloride) in 74% yield. Solvent: O1CCCC1 (tetrahydrofuran), O (water), O1CCCC1 (tetrahydrofuran). Reactants: C(C)(=O)OCC (ethyl acetate), N(=[N+]=[N-])C(C)C=1N=C2N(C(C1C=1N=CSC1)=O)C(=CS2)C (7-(1-azidoethyl)-3-methyl-6-(1,3-thiazol-4-yl)-5H-[1,3]thiazolo[3,2-a]pyrimidin-5-one), CP(C)C (trimethylphosphine). RXN SMILES: [N:1]([CH:4]([C:6]1[N:7]=[C:8]2[S:20][CH:19]=[C:18]([CH3:21])[N:9]2[C:10](=[O:17])[C:11]=1[C:12]1[N:13]=[CH:14][S:15][CH:16]=1)[CH3:5])=[N+]=[N-].CP(C)C.C(OCC)(=O)C>O1CCCC1.O>[NH2:1][CH:4]([C:6]1[N:7]=[C:8]2[S:20][CH:19]=[C:18]([CH3:21])[N:9]2[C:10](=[O:17])[C:11]=1[C:12]1[N:13]=[CH:14][S:15][CH:16]=1)[CH3:5]. Reaction conditions: time 1 hour. Procedure details: To a stirred solution of 7-(1-azidoethyl)-3-methyl-6-(1,3-thiazol-4-yl)-5H-[1,3]thiazolo[3,2-a]pyrimidin-5-one (0.030 g, 0.094 mmol) in tetrahydrofuran (0.3 mL) and water (0.068 mL) was added 1.00 M of trimethylphosphine in tetrahydrofuran (0.113 mL, 0.113 mmol) at room temperature and the mixture was stirred at room temperature for 1 hour. To the mixture was added ethyl acetate and the mixture was extracted with 1 N HCl two times. The combined extracts were neutralized with solid sodium bicarbo... Yields the product NC(C)C=1N=C2N(C(C1C=1N=CSC1)=O)C(=CS2)C (7-(1-aminoethyl)-3-methyl-6-(1,3-thiazol-4-yl)-5H-[1,3]thiazolo[3,2-a]pyrimidin-5-one). The reactants are NC1=NC(=NS1)/C(/C(=O)N[C@H]1[C@H]2SCC(=C(N2C1=O)C(=O)O)/C=C\1/C(N(CC1)[C@H]1CN(CC1)C(=O)OC(C)(C)C)=O)=N/OC(C1=CC=CC=C1)(C1=CC=CC=C1)C1=CC=CC=C1 ((6R,7R)-7-[(Z)-2-(5-amino-[1,2,4]thiadiazol-3-yl)-2-trityloxyimino-acetylamino]-3-[(E)-(R)-1′-tert.-butoxycarbonyl-2-oxo-[1,3′]bipyrrolidinyl-3-ylidene-methyl]-8-oxo-5-thia-1-aza-bicyclo[4.2.0]oct-2-ene-2-carboxylic acid), C(C)[SiH](CC)CC (triethylsilane), FC(C(=O)O)(F)F (trifluoroacetic acid). The solvent is ClCCl (dichloromethane). The product is NC1=NC(=NS1)/C(/C(=O)N[C@H]1[C@H]2SCC(=C(N2C1=O)C(=O)O)/C=C\1/C(N(CC1)[C@H]1CNCC1)=O)=N/O ((6R,7R)-7-[(Z)-2-(5-Amino-[1,2,4]thiadiazol-3-yl)-2-hydroxyimino-acetylamino]-8-oxo-3-[(E)-(R)-2-oxo-[1,3′]bipyrrolidinyl-3-ylidenemethyl]-5-thia-1-aza-bicyclo[4.2.0]oct-2-ene-2-carboxylic Acid). Yield: 97.3%. RXN SMILES: [NH2:1][C:2]1[S:6][N:5]=[C:4](/[C:7](=[N:42]/[O:43]C(C2C=CC=CC=2)(C2C=CC=CC=2)C2C=CC=CC=2)/[C:8]([NH:10][C@@H:11]2[C:18](=[O:19])[N:17]3[C@@H:12]2[S:13][CH2:14][C:15](/[CH:23]=[C:24]2/[C:25](=[O:41])[N:26]([C@@H:29]4[CH2:33][CH2:32][N:31](C(OC(C)(C)C)=O)[CH2:30]4)[CH2:27][CH2:28]/2)=[C:16]3[C:20]([OH:22])=[O:21])=[O:9])[N:3]=1.C([SiH](CC)CC)C.FC(F)(F)C(O)=O>ClCCl>[NH2:1][C:2]1[S:6][N:5]=[C:4](/[C:7](=[N:42]/[OH:43])/[C:8]([NH:10][C@@H:11]2[C:18](=[O:19])[N:17]3[C@@H:12]2[S:13][CH2:14][C:15](/[CH:23]=[C:24]2/[C:25](=[O:41])[N:26]([C@@H:29]4[CH2:33][CH2:32][NH:31][CH2:30]4)[CH2:27][CH2:28]/2)=[C:16]3[C:20]([OH:22])=[O:21])=[O:9])[N:3]=1. Reported procedure: 5.2 (large scale): A suspension of 5.785 g of (6R,7R)-7-[(Z)-2-(5-amino-[1,2,4]thiadiazol-3-yl)-2-trityloxyimino-acetylamino]-3-[(E)-(R)-1′-tert.-butoxycarbonyl-2-oxo-[1,3′]bipyrrolidinyl-3-ylidene-methyl]-8-oxo-5-thia-1-aza-bicyclo[4.2.0]oct-2-ene-2-carboxylic acid and 1.69 ml of triethylsilane in 25 ml of dichloromethane was treated at −15° with 7.21 ml of trifluoroacetic acid and the solution was heated to 30° for 30 min after which time HPLC indicated completion of the reaction. The mixture ... The reactants are CC(C)O, O=[N+]([O-])c1ccc(S(=O)(=O)N(c2ccccc2)C2CCN(C3CCCCC3c3ccccc3)CC2)cc1. Product: Nc1ccc(S(=O)(=O)N(c2ccccc2)C2CCN(C3CCCCC3c3ccccc3)CC2)cc1. As a reaction SMILES: [CH:38]([OH:39])([CH3:40])[CH3:41].[N+:1]([O-:2])(=[O:3])[c:4]1[cH:5][cH:6][c:7]([S:10](=[O:11])(=[O:12])[N:13]([CH:14]2[CH2:15][CH2:16][N:17]([CH:20]3[CH:21]([c:26]4[cH:27][cH:28][cH:29][cH:30][cH:31]4)[CH2:22][CH2:23][CH2:24][CH2:25]3)[CH2:18][CH2:19]2)[c:32]2[cH:33][cH:34][cH:35][cH:36][cH:37]2)[cH:8][cH:9]1>>[NH2:1][c:4]1[cH:5][cH:6][c:7]([S:10](=[O:11])(=[O:12])[N:13]([CH:14]2[CH2:15][CH2:16][N:17]([CH:20]3[CH:21]([c:26]4[cH:27][cH:28][cH:29][cH:30][cH:31]4)[CH2:22][CH2:23][CH2:24][CH2:25]3)[CH2:18][CH2:19]2)[c:32]2[cH:33][cH:34][cH:35][cH:36][cH:37]2)[cH:8][cH:9]1. The reactants are ClC1=NC(=CC=C1O)CO (2-chloro-6-(hydroxymethyl)pyridin-3-ol), BrCC1CC1 ((bromomethyl)cyclopropane). Yields the product ClC1=C(C=CC(=N1)CO)OCC1CC1 ((6-chloro-5-(cyclopropylmethoxy)pyridin-2-yl)methanol). RXN SMILES: [Cl:1][C:2]1[C:7]([OH:8])=[CH:6][CH:5]=[C:4]([CH2:9][OH:10])[N:3]=1.Br[CH2:12][CH:13]1[CH2:15][CH2:14]1>>[Cl:1][C:2]1[N:3]=[C:4]([CH2:9][OH:10])[CH:5]=[CH:6][C:7]=1[O:8][CH2:12][CH:13]1[CH2:15][CH2:14]1. Procedure details: Using 2-chloro-6-(hydroxymethyl)pyridin-3-ol and (bromomethyl)cyclopropane, and in the same manner as in Example 5, the title compound was obtained. The reactants are [OH-].[Na+] (sodium hydroxide), [H-].[Na+] (Sodium hydride), ClC1=CC(=C(OCC(=O)O)C=C1)NC1=C(C=C(C=C1)S(=O)(=O)C)Cl ((4-Chloro-2-{[2-chloro-4-(methylsulfonyl)phenyl]amino}phenoxy)acetic acid), CI (Methyl iodide), Cl (hydrochloric acid). Solvent: CO (methanol), CN(C)C=O (DMF). Conditions: time 10 minute. Yields the product ClC1=CC(=C(OCC(=O)O)C=C1)N(C)C1=C(C=C(C=C1)S(=O)(=O)C)Cl ({4-Chloro-2-[[2-chloro-4-(methylsulfonyl)phenyl](methyl)amino]phenoxy}acetic acid). RXN SMILES: [H-].[Na+].[Cl:3][C:4]1[CH:14]=[CH:13][C:7]([O:8][CH2:9][C:10]([OH:12])=[O:11])=[C:6]([NH:15][C:16]2[CH:21]=[CH:20][C:19]([S:22]([CH3:25])(=[O:24])=[O:23])=[CH:18][C:17]=2[Cl:26])[CH:5]=1.[CH3:27]I.[OH-].[Na+].Cl>CN(C=O)C.CO>[Cl:3][C:4]1[CH:14]=[CH:13][C:7]([O:8][CH2:9][C:10]([OH:12])=[O:11])=[C:6]([N:15]([C:16]2[CH:21]=[CH:20][C:19]([S:22]([CH3:25])(=[O:23])=[O:24])=[CH:18][C:17]=2[Cl:26])[CH3:27])[CH:5]=1 |f:0.1,4.5|. Procedure details: Sodium hydride (60% disp. oil, 0.11 g) was added to a solution of the product from example 31 (0.5 g) in DMF (5 ml) and stirred at RT for 10 min. Methyl iodide (1 ml) was added, stirred for 5 h then methanol (1 ml) added followed by 1M sodium hydroxide solution (3 ml). After stirring for a further 20 h the mixture was acidified with 2M hydrochloric acid and extracted with ethyl acetate. The organics were washed with brine, dried and evaporated under reduced pressure. The residue was purified by ... The reactants are CC1(C)CCC(c2c(Br)cc(F)c(F)c2F)NC1=O, CCO. The product is CC1(C)CCC(c2ccc(F)c(F)c2F)NC1=O. As a reaction SMILES: [Br:1][c:2]1[cH:3][c:4]([F:19])[c:5]([F:18])[c:6]([F:17])[c:7]1[CH:8]1[CH2:9][CH2:10][C:11]([CH3:15])([CH3:16])[C:12](=[O:14])[NH:13]1.[CH3:20][CH2:21][OH:22]>>[cH:2]1[cH:3][c:4]([F:19])[c:5]([F:18])[c:6]([F:17])[c:7]1[CH:8]1[CH2:9][CH2:10][C:11]([CH3:15])([CH3:16])[C:12](=[O:14])[NH:13]1. Starting materials: O1CCOC12CCC(CC2)=O (1,4-dioxaspiro[4.5]decan-8-one), [H-].[Na+] (NaH), triethyl phosphonoacetate. Run in C1CCOC1 (THF), C1CCOC1 (THF). Run at time 1 hour. The product is O1CCOC12CCC(CC2)=CC(=O)OCC (ethyl 2-(1,4-dioxaspiro[4.5]decan-8-ylidene)acetate). The yield is 216.7%. Reaction SMILES: [H-].[Na+].[O:3]1[C:7]2([CH2:12][CH2:11][C:10](=O)[CH2:9][CH2:8]2)[O:6][CH2:5][CH2:4]1>C1COCC1>[O:3]1[C:7]2([CH2:12][CH2:11][C:10](=[CH:8][C:7]([O:3][CH2:4][CH3:5])=[O:6])[CH2:9][CH2:8]2)[O:6][CH2:5][CH2:4]1 |f:0.1|. Procedure details: To a suspension of NaH (60% mineral oil suspension, 33.3 g, 832.38 mmol) in anhydrous THF (1 L) was added a solution of 1,4-dioxaspiro[4.5]decan-8-one (100 g, 640.29 mmol) in anhydrous THF (500 mL) dropwise at 0° C. for 1 h and continued to stir for 1 h. Then triethyl phosphonoacetate (203.23 g, 832.38 mmol) was added to the above suspension dropwise at −20° C. in 1 h. The resulting mixture was allowed to warm to rt, stirred for 2 h, quenched with H2O (1 L) and extracted with EtOAC (1 L×3). The ...